From a dataset of the Open Reaction Database (ORD), a public repository of structured organic reaction records. describe an organic reaction: reactants, conditions, products, and yield The reactants are Te, [BH4-].[Na+] (NaBH4), ClC1=NC=C(C=C1)C=CC(=O)OCC (ethyl β-(2-chloropyridin-5yl)acrylate). Run in C(C)O (ethanol). Yields the product ClC1=NC=C(C=C1)CCC(=O)OCC (ethyl 3-(2-chloropyridin-5-yl)propionate). Isolated yield 79.9%. RXN SMILES: [BH4-].[Na+].[Cl:3][C:4]1[CH:9]=[CH:8][C:7]([CH:10]=[CH:11][C:12]([O:14][CH2:15][CH3:16])=[O:13])=[CH:6][N:5]=1>C(O)C>[Cl:3][C:4]1[CH:9]=[CH:8][C:7]([CH2:10][CH2:11][C:12]([O:14][CH2:15][CH3:16])=[O:13])=[CH:6][N:5]=1 |f:0.1|. Reported procedure: A suspension of 0.84 g (1 eq) of Te powder and 0.6 g (2 eq) of NaBH4 in 32 ml of ethanol was heated under nitrogen until it became a homogeneous purple solution. To the above hot solution was added ethyl β-(2-chloropyridin-5yl)acrylate (1.38 g, 6.5 mmol) and the mixture was refluxed for 4 h. The crude product was purified by flash chromatography (silica gel; hexane/ethyl acetate, 3:1) to afford 1.11 g (84,6%) of ethyl 3-(2-chloropyridin-5-yl)propionate. The reactants are C1CCOC1, CC(C)[N-]C(C)C, CCOC(C)=O, O=C(CCc1ccco1)NCCC(=O)C1CCCC1, [Li+]. The product is CCOC(=O)CC(O)(CCNC(=O)CCc1ccco1)C1CCCC1. Reaction SMILES: [CH2:34]1[O:35][CH2:36][CH2:37][CH2:38]1.[CH3:2][CH:3]([N-:4][CH:5]([CH3:6])[CH3:7])[CH3:8].[CH3:9][CH2:10][O:11][C:12](=[O:13])[CH3:14].[CH:15]1([C:20]([CH2:21][CH2:22][NH:23][C:24]([CH2:25][CH2:26][c:27]2[o:28][cH:29][cH:30][cH:31]2)=[O:32])=[O:33])[CH2:16][CH2:17][CH2:18][CH2:19]1.[Li+:1]>>[CH3:9][CH2:10][O:11][C:12](=[O:13])[CH2:14][C:20]([CH:15]1[CH2:16][CH2:17][CH2:18][CH2:19]1)([CH2:21][CH2:22][NH:23][C:24]([CH2:25][CH2:26][c:27]1[o:28][cH:29][cH:30][cH:31]1)=[O:32])[OH:33]. The reactants are BrC1=NN=C2N1C1=C(C(=NC2C)C2=NC=CC=C2)C=CC=C1 (1-bromo-4-methyl-6-(2-pyridyl)-4H-s-triazolo[4,3-a][1,4]benzodiazepine), N1CCNCC1 (piperazine). Product: CC1C=2N(C3=C(C(=N1)C1=NC=CC=C1)C=CC=C3)C(=NN2)N2CCNCC2 (4-methyl-1-(piperazino)-6-(2-pyridyl)-4H-s-triazolo[4,3-a][1,4]benzodiazepine). As a reaction SMILES: Br[C:2]1[N:6]2[C:7]3[CH:22]=[CH:21][CH:20]=[CH:19][C:8]=3[C:9]([C:13]3[CH:18]=[CH:17][CH:16]=[CH:15][N:14]=3)=[N:10][CH:11]([CH3:12])[C:5]2=[N:4][N:3]=1.[NH:23]1[CH2:28][CH2:27][NH:26][CH2:25][CH2:24]1>>[CH3:12][CH:11]1[N:10]=[C:9]([C:13]2[CH:18]=[CH:17][CH:16]=[CH:15][N:14]=2)[C:8]2[CH:19]=[CH:20][CH:21]=[CH:22][C:7]=2[N:6]2[C:2]([N:23]3[CH2:28][CH2:27][NH:26][CH2:25][CH2:24]3)=[N:3][N:4]=[C:5]12. Procedure: In the manner given in Example 1, 1-bromo-4-methyl-6-(2-pyridyl)-4H-s-triazolo[4,3-a][1,4]benzodiazepine is heated with piperazine to give 4-methyl-1-(piperazino)-6-(2-pyridyl)-4H-s-triazolo[4,3-a][1,4]benzodiazepine. Starting materials: CN(C)Cc1ccncc1, CO, [NH4+], [NH4+], O, O=S(=O)([O-])OOS(=O)(=O)[O-], O=S(=O)(O)O. The product is CN(C)Cc1ccnc(CO)c1. As a reaction SMILES: [CH3:13][N:14]([CH3:15])[CH2:16][c:17]1[cH:18][cH:19][n:20][cH:21][cH:22]1.[CH3:23][OH:24].[NH4+:11].[NH4+:12].[OH2:30].[S:1]([O:2][O:3][S:4]([O-:5])(=[O:6])=[O:7])([O-:8])(=[O:9])=[O:10].[S:25](=[O:26])(=[O:27])([OH:28])[OH:29]>>[CH3:13][N:14]([CH3:15])[CH2:16][c:17]1[cH:18][c:19]([CH2:23][OH:24])[n:20][cH:21][cH:22]1. Starting materials: [BH4-], CC(=O)C1=C(C)N(c2cccc(C(F)(F)F)c2)C(=S)NC1c1ccc(C#N)cc1, CO, [Na+]. Yields the product CC1=C(C(C)O)C(c2ccc(C#N)cc2)NC(=S)N1c1cccc(C(F)(F)F)c1. Reaction SMILES: [BH4-:30].[C:1]([CH3:2])(=[O:3])[C:4]1=[C:9]([CH3:10])[N:8]([c:11]2[cH:12][c:13]([C:17]([F:18])([F:19])[F:20])[cH:14][cH:15][cH:16]2)[C:7](=[S:21])[NH:6][CH:5]1[c:22]1[cH:23][cH:24][c:25]([C:26]#[N:27])[cH:28][cH:29]1.[CH3:32][OH:33].[Na+:31]>>[CH:1]([CH3:2])([OH:3])[C:4]1=[C:9]([CH3:10])[N:8]([c:11]2[cH:12][c:13]([C:17]([F:18])([F:19])[F:20])[cH:14][cH:15][cH:16]2)[C:7](=[S:21])[NH:6][CH:5]1[c:22]1[cH:23][cH:24][c:25]([C:26]#[N:27])[cH:28][cH:29]1. Yields the product [N+](=O)([O-])C=1C=C(CCN2CCCCC2)C=CC1 (1-(3-nitrophenethyl)piperidine). Reactants: CS(=O)(=O)OCCC1=CC(=CC=C1)[N+](=O)[O-] (3-nitrophenethyl methanesulfonate), C([O-])([O-])=O.[K+].[K+] (potassium carbonate), N1CCCCC1 (piperidine). Procedure: To a mixture of 0.49 g (2.0 mmol, 1.0 eq.) of 3-nitrophenethyl methanesulfonate (I-24) and 0.55 g (6.0 mmol, 3.0 eq.) of potassium carbonate in 20 mL of acetonitrile was added 0.4 mL (4.0 mmol, 2.0 eq.) of piperidine. The reaction mixture was stirred at reflux for 16 h. The reaction mixture was allowed to cool to room temperature, filtered and the solvent removed in vacuo. The resulting residue was purified by preparative TLC to provide 0.35 g (1.5 mmol, 75%) of 1-(3-nitrophenethyl)piperidine (I... The solvent is C(C)#N (acetonitrile). As a reaction SMILES: CS(O[CH2:6][CH2:7][C:8]1[CH:13]=[CH:12][CH:11]=[C:10]([N+:14]([O-:16])=[O:15])[CH:9]=1)(=O)=O.C(=O)([O-])[O-].[K+].[K+].[NH:23]1[CH2:28][CH2:27][CH2:26][CH2:25][CH2:24]1>C(#N)C>[N+:14]([C:10]1[CH:9]=[C:8]([CH:13]=[CH:12][CH:11]=1)[CH2:7][CH2:6][N:23]1[CH2:28][CH2:27][CH2:26][CH2:25][CH2:24]1)([O-:16])=[O:15] |f:1.2.3|. Isolated yield 75.0%. Reactants: CCNP1(=S)OCC(C)(C)CO1, CNC(=O)ON=C(C)SC, O=S(Cl)Cl, c1ccncc1. Yields the product CCN(S(=O)CNC(=O)ON=C(C)SC)P1(=S)OCC(C)(C)CO1. RXN SMILES: [CH3:15][C:16]1([CH3:26])[CH2:17][O:18][P:19](=[S:22])([NH:23][CH2:24][CH3:25])[O:20][CH2:21]1.[CH3:1][NH:2][C:3](=[O:4])[O:5][N:6]=[C:7]([CH3:8])[S:9][CH3:10].[S:11](=[O:12])([Cl:13])[Cl:14].[cH:27]1[cH:28][cH:29][n:30][cH:31][cH:32]1>>[CH2:1]([NH:2][C:3](=[O:4])[O:5][N:6]=[C:7]([CH3:8])[S:9][CH3:10])[S:11](=[O:12])[N:23]([P:19]1(=[S:22])[O:18][CH2:17][C:16]([CH3:15])([CH3:26])[CH2:21][O:20]1)[CH2:24][CH3:25]. Reactants: N1(CCCCC1)CCO (2-(1-piperidinyl)ethanol), C(=O)([O-])[O-].[K+].[K+] (K2CO3), [I-].[Na+] (sodium iodide), C(=C)S(=O)(=O)N1CCC(CC1)C1=CNC2=C(C=C(C=C12)C1=CC=CC=C1)C(=O)N (3-[1-(ethenylsulfonyl)-4-piperidinyl]-5-phenyl-1H-indole-7-carboxamide). The solvent is CS(=O)C (DMSO). Conditions: temperature 80 celsius. The product is C1(=CC=CC=C1)C=1C=C2C(=CNC2=C(C1)C(=O)N)C1CCN(CC1)S(=O)(=O)CCOCCN1CCCCC1 (5-phenyl-3-{1-[(2-{[2-(1-piperidinyl)ethyl]oxy}ethyl)sulfonyl]-4-piperidinyl}-1H-indole-7-carboxamide). Isolated yield 44.6%. RXN SMILES: [CH:1]([S:3]([N:6]1[CH2:11][CH2:10][CH:9]([C:12]2[C:20]3[C:15](=[C:16]([C:27]([NH2:29])=[O:28])[CH:17]=[C:18]([C:21]4[CH:26]=[CH:25][CH:24]=[CH:23][CH:22]=4)[CH:19]=3)[NH:14][CH:13]=2)[CH2:8][CH2:7]1)(=[O:5])=[O:4])=[CH2:2].[N:30]1([CH2:36][CH2:37][OH:38])[CH2:35][CH2:34][CH2:33][CH2:32][CH2:31]1.C([O-])([O-])=O.[K+].[K+].[I-].[Na+]>CS(C)=O>[C:21]1([C:18]2[CH:19]=[C:20]3[C:15](=[C:16]([C:27]([NH2:29])=[O:28])[CH:17]=2)[NH:14][CH:13]=[C:12]3[CH:9]2[CH2:8][CH2:7][N:6]([S:3]([CH2:1][CH2:2][O:38][CH2:37][CH2:36][N:30]3[CH2:35][CH2:34][CH2:33][CH2:32][CH2:31]3)(=[O:5])=[O:4])[CH2:11][CH2:10]2)[CH:26]=[CH:25][CH:24]=[CH:23][CH:22]=1 |f:2.3.4,5.6|. Procedure: The mixture of 3-[1-(ethenylsulfonyl)-4-piperidinyl]-5-phenyl-1H-indole-7-carboxamide (21 mg, 0.05 mmol) in DMSO (1.0 mL), were added 2-(1-piperidinyl)ethanol (64.6 mg, 0.5 mmol), K2CO3 (35.0 mg, 0.35 mmol) and sodium iodide (0.5 mg). The reaction solution was heated to 80° C. overnight. The reaction mixture was concentrated and purified by reverse phase HPLC (water/CH3CN, 0.1% TFA 10-90%) to give the title compound (12.0 mg, 50%). Reactants: C(C)(C)C=1C=C(C2=CC=CC(=C2C1O)C)C=O (3-isopropyl-4-hydroxy-5-methyl-1-naphthalenecarbaldehyde), C(C)(=O)OC(C)=O (acetic anhydride), O (water). The solvent is N1=CC=CC=C1 (pyridine). The product is C(C)(=O)OC1=C(C=C(C2=CC=CC(=C12)C)C=O)C(C)C (4-Acetoxy-3-isopropyl-5-methyl-1-naphthalenecarbaldehyde). RXN SMILES: [CH:1]([C:4]1[CH:5]=[C:6]([CH:16]=[O:17])[C:7]2[C:12]([C:13]=1[OH:14])=[C:11]([CH3:15])[CH:10]=[CH:9][CH:8]=2)([CH3:3])[CH3:2].[C:18](OC(=O)C)(=[O:20])[CH3:19].O>N1C=CC=CC=1>[C:18]([O:14][C:13]1[C:12]2[C:7](=[CH:8][CH:9]=[CH:10][C:11]=2[CH3:15])[C:6]([CH:16]=[O:17])=[CH:5][C:4]=1[CH:1]([CH3:3])[CH3:2])(=[O:20])[CH3:19]. Procedure details: 0.7 g of 3-isopropyl-4-hydroxy-5-methyl-1-naphthalenecarbaldehyde and 10 ml of acetic anhydride were dissolved in 10 ml of pyridine and reacted at room temperature for 1 hour. The reaction solution was poured into water and extracted with ethyl acetate. The organic phase was washed with dilute hydrochloric acid, a saturated sodium hydrogencarbonate aqueous solution and a saturated saline solution in this order, dried with anhydrous magnesium sulfate and concentrated under reduced pressure, there...